This data is from the Open Reaction Database (ORD), a public repository of structured organic reaction records. The task is: describe an organic reaction: reactants, conditions, products, and yield The reactants are FC(C1=CC(NC2=CC=3CCC(N(C3C=C21)CC(F)(F)F)C)=O)(F)F (4-Trifluoromethyl-7-methyl-6-(2,2,2-trifluoroethyl)-6,7,8,9-tetrahydropyrido[2,3-g]quinolin-2(1H)-one), C(C)OC(C(F)(F)F)O (trifluoroacetaldehyde ethyl hemiacetal). Product: FC(C1=CC(NC2=CC=3CCCN(C3C=C21)CC(F)(F)F)=O)(F)F (4-Trifluoromethyl-6-(2,2,2-trifluoroethyl)-6,7,8,9-tetrahydropyrido[2,3-g]quinolin-2(1H)-one). RXN SMILES: [F:1][C:2]([F:25])([F:24])[C:3]1[C:16]2[C:7](=[CH:8][C:9]3[CH2:10][CH2:11][CH:12](C)[N:13]([CH2:17][C:18]([F:21])([F:20])[F:19])[C:14]=3[CH:15]=2)[NH:6][C:5](=[O:23])[CH:4]=1.C(OC(O)C(F)(F)F)C>>[F:25][C:2]([F:1])([F:24])[C:3]1[C:16]2[C:7](=[CH:8][C:9]3[CH2:10][CH2:11][CH2:12][N:13]([CH2:17][C:18]([F:21])([F:20])[F:19])[C:14]=3[CH:15]=2)[NH:6][C:5](=[O:23])[CH:4]=1. Procedure: This compound was prepared in a similar fashion as that described in Example 84 from Compound 192 (Structure 33 of Scheme VI, where R1═H, n=1) and trifluoroacetaldehyde ethyl hemiacetal. 1H NMR (400 MHz, CDCl3) 11.32 (br. s, 1H), 7.11 (s, 1H), 7.02 (s, 1H), 6.99 (s, 1H), 3.88 (q, 2H, J=8.9), 3.47 (t, 2H, J=5.6), 2.93 (t, 2H, J=6.3), 2.03 (m, 2H). Starting materials: Cl (hydrochloric acid), [OH-].[Na+] (sodium hydroxide), C(C)(=O)C=1SC(=CC1)C (2-acetyl-5-methylthiophene), C(C1=CC=CC=C1)=O (benzaldehyde). Run in C(C)O (ethanol), C(C)O (ethanol). Reaction conditions: time 16 hour. The product is CC1=CC=C(S1)C(C=CC1=CC=CC=C1)=O (1-(5-methyl-2-thienyl)-3-phenyl-2-propen-1-one). The yield is 67.2%. RXN SMILES: [OH-].[Na+].[C:3]([C:6]1[S:7][C:8]([CH3:11])=[CH:9][CH:10]=1)(=[O:5])[CH3:4].[CH:12](=O)[C:13]1[CH:18]=[CH:17][CH:16]=[CH:15][CH:14]=1.Cl>C(O)C>[CH3:11][C:8]1[S:7][C:6]([C:3](=[O:5])[CH:4]=[CH:12][C:13]2[CH:18]=[CH:17][CH:16]=[CH:15][CH:14]=2)=[CH:10][CH:9]=1 |f:0.1|. Procedure details: A stirred solution of 2.2 grams (0.055 mole) of sodium hydroxide in 20 ml of ethanol was cooled to 0° C. and a mixture of 4.0 grams (0.03 mole) of 2-acetyl-5-methylthiophene and 3.1 grams (0.03 mole) of benzaldehyde in 5 ml of ethanol was added dropwise. Upon completion of addition the reaction mixture was allowed to warm to ambient temperature where it stirred for 16 hours. The reaction mixture was poured into aqueous 1N hydrochloric acid and extracted with methylene chloride. The extract was d... The reactants are [F-].C(CCC)[N+](CCCC)(CCCC)CCCC (tetra-n-butylammonium fluoride), CC1=C(C=CC=C1C(F)(F)F)[N+](=O)[O-] (2-Methyl-1-nitro-3-(trifluoromethyl)benzene), COC1=CC=C(C=C1)C=C(C(=O)OC)C(=O)OC (2-[(4-methoxyphenyl)methylene]propanedioic acid, dimethyl ester). The solvent is O1CCCC1 (tetrahydrofuran), O1CCCC1 (tetrahydrofuran). Conditions: time 30 minute. The product is COC1=CC=C(C=C1)C(CC1=C(C=CC=C1C(F)(F)F)[N+](=O)[O-])C(C(=O)OC)C(=O)OC ([1-(4-Methoxyphenyl)-2-[2-nitro-6-(trifluoromethyl)phenyl]ethyl]propanedioic acid, dimethyl ester). Isolated yield 90.3%. Reaction SMILES: [F-].C([N+](CCCC)(CCCC)CCCC)CCC.[CH3:19][C:20]1[C:25]([C:26]([F:29])([F:28])[F:27])=[CH:24][CH:23]=[CH:22][C:21]=1[N+:30]([O-:32])=[O:31].[CH3:33][O:34][C:35]1[CH:40]=[CH:39][C:38]([CH:41]=[C:42]([C:47]([O:49][CH3:50])=[O:48])[C:43]([O:45][CH3:46])=[O:44])=[CH:37][CH:36]=1>O1CCCC1>[CH3:33][O:34][C:35]1[CH:36]=[CH:37][C:38]([CH:41]([CH:42]([C:47]([O:49][CH3:50])=[O:48])[C:43]([O:45][CH3:46])=[O:44])[CH2:19][C:20]2[C:25]([C:26]([F:29])([F:28])[F:27])=[CH:24][CH:23]=[CH:22][C:21]=2[N+:30]([O-:32])=[O:31])=[CH:39][CH:40]=1 |f:0.1|. Reported procedure: To a vigorously stirring mixture of molecular sieves (5.25 g) and tetra-n-butylammonium fluoride (0.882 g) was added dry tetrahydrofuran (10 ml) at 0° C. 2-Methyl-1-nitro-3-(trifluoromethyl)benzene (0.425 ml; 2.8 mmol) was added to the suspension followed by the addition of a solution of 2-[(4-methoxyphenyl)methylene]propanedioic acid, dimethyl ester (0.44 g; 1.75 mmol) in 5 ml of tetrahydrofuran. After 30 minutes of 0° C. the reaction was brought to room temperature and stirred for another 20 m... Starting materials: material ( II ), CC=1NC(=CN1)[N+](=O)[O-] (2-methyl-5-nitroimidazole), S(=O)(=O)(OC)OC (dimethyl sulfate). The solvent is C(C)(=O)O (acetic acid). The product is 81, CN1C(=NC=C1[N+](=O)[O-])C (1,2-dimethyl-5-nitroimidazole). The yield is 75.5%. As a reaction SMILES: [CH3:1][C:2]1[NH:3][C:4]([N+:7]([O-:9])=[O:8])=[CH:5][N:6]=1.S(OC)(O[CH3:14])(=O)=O>C(O)(=O)C>[CH3:14][N:3]1[C:4]([N+:7]([O-:9])=[O:8])=[CH:5][N:6]=[C:2]1[CH3:1]. Procedure: 127 parts of 2-methyl-5-nitroimidazole, 350 parts of acetic acid and 126 parts of dimethyl sulfate are boiled under reflux for 4 hours. The acetic acid is distilled off in vacuo and the residue is dissolved in 500 parts of water and adjusted to pH 1.8 with aqueous ammonia solution. After cooling to from 0° to 5° C. the unreacted 2-methyl-5-nitroimidazole is suction filtered, the filtrate is adjusted to pH 10 and after cooling the 1,2-dimethyl-5-nitroimidazole is isolated. In addition to 30.4 par...